This data is from the Open Reaction Database (ORD), a public repository of structured organic reaction records. The task is: describe an organic reaction: reactants, conditions, products, and yield The reactants are Clc1ccc2c(Br)cc(Br)nc2c1, CO, C[O-], [Na+]. The product is COc1cc(Br)c2ccc(Cl)cc2n1. As a reaction SMILES: [Br:4][c:5]1[n:6][c:7]2[cH:8][c:9]([Cl:16])[cH:10][cH:11][c:12]2[c:13]([Br:15])[cH:14]1.[CH3:17][OH:18].[CH3:1][O-:2].[Na+:3]>>[CH3:1][O:2][c:5]1[n:6][c:7]2[cH:8][c:9]([Cl:16])[cH:10][cH:11][c:12]2[c:13]([Br:15])[cH:14]1. Reactants: ClCCl, O=[N+]([O-])c1ccccc1-c1ccccc1, NCCCCCO, O=S(=O)(Cl)Cl, c1ccncc1. Yields the product O=[N+]([O-])c1ccccc1-c1ccc(S(=O)(=O)NCCCCCO)cc1. As a reaction SMILES: [Cl:34][CH2:35][Cl:36].[N+:6](=[O:7])([O-:8])[c:9]1[c:10](-[c:15]2[cH:16][cH:17][cH:18][cH:19][cH:20]2)[cH:11][cH:12][cH:13][cH:14]1.[NH2:21][CH2:22][CH2:23][CH2:24][CH2:25][CH2:26][OH:27].[S:1](=[O:2])(=[O:3])([Cl:4])[Cl:5].[cH:28]1[cH:29][cH:30][n:31][cH:32][cH:33]1>>[S:1](=[O:2])(=[O:3])([c:18]1[cH:17][cH:16][c:15](-[c:10]2[c:9]([N+:6](=[O:7])[O-:8])[cH:14][cH:13][cH:12][cH:11]2)[cH:20][cH:19]1)[NH:21][CH2:22][CH2:23][CH2:24][CH2:25][CH2:26][OH:27]. Reactants: ClCC(=CCC1=C(C(=C(C(=C1C)O)C)C)O)C (2-(1-Chloro-2-methylbut-2-en-4-yl)-1,4-dihydroxy-3,5,6-trimethylbenzene), FC(S(=O)(=O)O)(F)F (Trifluoromethanesulfonic acid), O (water). Run in C(Cl)(Cl)(Cl)Cl (carbon tetrachloride). Run at time 30 minute. Product: ClCC1(OC2=C(C(=C(C(=C2CC1)C)O)C)C)C (2-chloromethyl-6-hydroxy-2,5,7,8-tetramethylchroman). The yield is 0.1%. Reaction SMILES: [Cl:1][CH2:2][C:3]([CH3:17])=[CH:4][CH2:5][C:6]1[C:11]([CH3:12])=[C:10]([OH:13])[C:9]([CH3:14])=[C:8]([CH3:15])[C:7]=1[OH:16].FC(F)(F)S(O)(=O)=O.O>C(Cl)(Cl)(Cl)Cl>[Cl:1][CH2:2][C:3]1([CH3:17])[CH2:4][CH2:5][C:6]2[C:7](=[C:8]([CH3:15])[C:9]([CH3:14])=[C:10]([OH:13])[C:11]=2[CH3:12])[O:16]1. Reported procedure: 2-(1-Chloro-2-methylbut-2-en-4-yl)-1,4-dihydroxy-3,5,6-trimethylbenzene (4.2 g, 16 mol) was suspended in carbon tetrachloride (200 ml). Trifluoromethanesulfonic acid (1.44 ml, 2.44 g, 16 mmol) was then added and the reaction mixture was stirred. After 30 min., water (100 ml) was added and the mixture was extracted with methylene chloride (100 ml). The organic phase was dried (MgSO4) and concentrated. This gave crude 2-chloromethyl-6-hydroxy-2,5,7,8-tetramethylchroman (5.3 g). Recrystallization f... The reactants are ClCCl, CSc1nc(N)nc(-c2cccs2)c1C#N, O=S(=O)(c1ccccc1)N1OC1c1ccccc1. Yields the product CS(=O)c1nc(N)nc(-c2cccs2)c1C#N. RXN SMILES: [Cl:35][CH2:36][Cl:37].[NH2:1][c:2]1[n:3][c:4](-[c:12]2[s:13][cH:14][cH:15][cH:16]2)[c:5]([C:10]#[N:11])[c:6]([S:8][CH3:9])[n:7]1.[c:17]1([CH:18]2[N:19]([S:20]([c:21]3[cH:22][cH:23][cH:24][cH:26][cH:27]3)(=[O:28])=[O:29])[O:25]2)[cH:30][cH:31][cH:32][cH:33][cH:34]1>>[NH2:1][c:2]1[n:3][c:4](-[c:12]2[s:13][cH:14][cH:15][cH:16]2)[c:5]([C:10]#[N:11])[c:6]([S:8]([CH3:9])=[O:25])[n:7]1.